Dataset: the Open Reaction Database (ORD), a public repository of structured organic reaction records. Task: describe an organic reaction: reactants, conditions, products, and yield Reactants: OCC1=CC=CC(=N1)C(=O)OCC (ethyl 6-(hydroxymethyl)-2-pyridinecarboxylate), S(=O)(Cl)Cl (thionyl chloride). Solvent: ClCCl (dichloromethane). Yields the product Cl.ClCC1=CC=CC(=N1)C(=O)OCC (Ethyl 6-(chloromethyl)-2-pyridinecarboxylate hydrochloride). RXN SMILES: O[CH2:2][C:3]1[N:8]=[C:7]([C:9]([O:11][CH2:12][CH3:13])=[O:10])[CH:6]=[CH:5][CH:4]=1.S(Cl)([Cl:16])=O>ClCCl>[ClH:16].[Cl:16][CH2:2][C:3]1[N:8]=[C:7]([C:9]([O:11][CH2:12][CH3:13])=[O:10])[CH:6]=[CH:5][CH:4]=1 |f:3.4|. Reported procedure: As for Reaction 1, using 45.14 g of ethyl 6-(hydroxymethyl)-2-pyridinecarboxylate and 33 g thionyl chloride in 500 ml dichloromethane. Yield 59.9 g As a reaction SMILES: [OH:1][C:2]([CH:4]([C:6]1[CH:19]=[CH:18][CH:17]=[C:8](C(C2C=CC=CC=2)=O)[CH:7]=1)[CH3:5])=[O:3]>C1COCC1>[C:6]1([CH:4]([CH3:5])[C:2]([OH:3])=[O:1])[CH:19]=[CH:18][CH:17]=[CH:8][CH:7]=1. Run in C1CCOC1 (THF). Reported procedure: Working as in Example 35, with 0.389 g of phase, 0.18 g of LiOH monohydrate, 60 ml of THF and hydrolysis for 48 h, 0.31 g of α-phenylpropionic acid and ketoprofen is obtained. Starting materials: OC(=O)C(C)C1=CC(C(=O)C2=CC=CC=C2)=CC=C1 (ketoprofen), phase, LiOH monohydrate. Product: C1(=CC=CC=C1)C(C(=O)O)C (α-phenylpropionic acid). Starting materials: CCOC(C)=O, OCC1OC(O)(c2ccc(Cl)c(C=C3CCCCC3)c2)C(O)C(O)C1O. Product: OCC1OC(O)(c2ccc(Cl)c(CC3CCCCC3)c2)C(O)C(O)C1O. As a reaction SMILES: [CH3:27][CH2:28][O:29][C:30](=[O:31])[CH3:32].[Cl:1][c:2]1[c:3]([CH:20]=[C:21]2[CH2:22][CH2:23][CH2:24][CH2:25][CH2:26]2)[cH:4][c:5]([C:8]2([OH:9])[CH:10]([OH:11])[CH:12]([OH:13])[CH:14]([OH:15])[CH:16]([CH2:18][OH:19])[O:17]2)[cH:6][cH:7]1>>[Cl:1][c:2]1[c:3]([CH2:20][CH:21]2[CH2:22][CH2:23][CH2:24][CH2:25][CH2:26]2)[cH:4][c:5]([C:8]2([OH:9])[CH:10]([OH:11])[CH:12]([OH:13])[CH:14]([OH:15])[CH:16]([CH2:18][OH:19])[O:17]2)[cH:6][cH:7]1. Reactants: C1CCOC1, CCCC[N+](CCCC)(CCCC)CCCC, COC(=O)N=C(SC)C(=Nc1ccc(-c2noc(C)n2)cc1)c1cc(OC)cc(O[Si](C(C)C)(C(C)C)C(C)C)c1, CCOC(C)=O, [Cl-], [F-], [NH4+]. Yields the product COC(=O)N=C(SC)C(=Nc1ccc(-c2noc(C)n2)cc1)c1cc(O)cc(OC)c1. RXN SMILES: [CH2:19]1[O:20][CH2:21][CH2:22][CH2:23]1.[CH2:2]([N+:3]([CH2:4][CH2:5][CH2:6][CH3:7])([CH2:8][CH2:9][CH2:10][CH3:11])[CH2:12][CH2:13][CH2:14][CH3:15])[CH2:16][CH2:17][CH3:18].[CH3:24][O:25][C:26]([N:27]=[C:28]([C:29](=[N:30][c:31]1[cH:32][cH:33][c:34](-[c:37]2[n:38][o:39][c:40]([CH3:42])[n:41]2)[cH:35][cH:36]1)[c:43]1[cH:44][c:45]([O:60][CH3:61])[cH:46][c:47]([O:49][Si:50]([CH:51]([CH3:52])[CH3:53])([CH:54]([CH3:55])[CH3:56])[CH:57]([CH3:58])[CH3:59])[cH:48]1)[S:62][CH3:63])=[O:64].[CH3:67][CH2:68][O:69][C:70](=[O:71])[CH3:72].[Cl-:65].[F-:1].[NH4+:66]>>[CH3:24][O:25][C:26]([N:27]=[C:28]([C:29](=[N:30][c:31]1[cH:32][cH:33][c:34](-[c:37]2[n:38][o:39][c:40]([CH3:42])[n:41]2)[cH:35][cH:36]1)[c:43]1[cH:44][c:45]([O:60][CH3:61])[cH:46][c:47]([OH:49])[cH:48]1)[S:62][CH3:63])=[O:64]. Reactants: CSC.B(F)(F)F (Boron trifluoride dimethylsulfide), C(C)OC(=O)C1=C(N=C(S1)N1C=NC2=C1C=C(C(=C2)OC)OC)C2=CC=CC=C2 (2-(5,6-Dimethoxybenzoimidazol-1-yl)-4-phenylthiazole-5-carboxylic acid ethyl ester), Ice water. Run in C(Cl)Cl (methylene chloride). Reaction conditions: time 40 minute. Yields the product C(C)OC(=O)C1=C(N=C(S1)N1C=NC2=C1C=C(C(=C2)O)O)C2=CC=CC=C2 (2-(5,6-Dihydroxy-benzoimidazol-1-yl)-4-phenyl-thiazole-5-carboxylic acid ethyl ester). The yield is 90.4%. As a reaction SMILES: CSC.B(F)(F)F.[CH2:8]([O:10][C:11]([C:13]1[S:17][C:16]([N:18]2[C:22]3[CH:23]=[C:24]([O:29]C)[C:25]([O:27]C)=[CH:26][C:21]=3[N:20]=[CH:19]2)=[N:15][C:14]=1[C:31]1[CH:36]=[CH:35][CH:34]=[CH:33][CH:32]=1)=[O:12])[CH3:9]>C(Cl)Cl>[CH2:8]([O:10][C:11]([C:13]1[S:17][C:16]([N:18]2[C:22]3[CH:23]=[C:24]([OH:29])[C:25]([OH:27])=[CH:26][C:21]=3[N:20]=[CH:19]2)=[N:15][C:14]=1[C:31]1[CH:36]=[CH:35][CH:34]=[CH:33][CH:32]=1)=[O:12])[CH3:9] |f:0.1|. Reported procedure: Boron trifluoride dimethylsulfide (4.1 ml, 39 mmol) was added in multiportions over 5 hrs. to a suspension of 2-(5,6-Dimethoxybenzoimidazol-1-yl)-4-phenylthiazole-5-carboxylic acid ethyl ester (2.04 g, 4.99 mmol) in methylene chloride at RT. The mixture was stirred for an additional 40 mins. Ice water was added. Methylene chloride was removed, the residue was filtered, the solid was washed with water and a small amount of methanol, and then dried in air to give the product (1.72 g, yield 90%). 1...